From a dataset of the Open Reaction Database (ORD), a public repository of structured organic reaction records. describe an organic reaction: reactants, conditions, products, and yield The reactants are C(C1=CC=CC=C1)ON1C([C@H]([C@H]1COC(N)=O)NC(=O)OC(C)(C)C)=O ((3S,4S)-1-benzyloxy-3-(tert-butoxycarbonylamino)-4-carbamoyloxymethyl-2-azetidinone). The reagents and catalysts are [Pd] (palladium-charcoal). Solvent: CO (methanol). Conditions: time 1 hour. The product is C(C)(C)(C)OC(=O)N[C@@H]1C(N([C@@H]1COC(N)=O)O)=O ((3S,4S)-3-(tert-butoxycarbonyl- amino)-4-carbamoyloxymethyl-1-hydroxy-2-azetidinone). Yield: 100.4%. RXN SMILES: C([O:8][N:9]1[C@H:12]([CH2:13][O:14][C:15](=[O:17])[NH2:16])[C@H:11]([NH:18][C:19]([O:21][C:22]([CH3:25])([CH3:24])[CH3:23])=[O:20])[C:10]1=[O:26])C1C=CC=CC=1>CO.[Pd]>[C:22]([O:21][C:19]([NH:18][C@H:11]1[C@@H:12]([CH2:13][O:14][C:15](=[O:17])[NH2:16])[N:9]([OH:8])[C:10]1=[O:26])=[O:20])([CH3:25])([CH3:23])[CH3:24]. Procedure: In 10 ml of methanol is suspended 900 mg (2.46 mmole) of (3S,4S)-1-benzyloxy-3-(tert-butoxycarbonylamino)-4-carbamoyloxymethyl-2-azetidinone, and 100 mg of 10% palladium-charcoal is added to the solution, followed by stirring under a hydrogen atmosphere at room temperature for 1 hour. The catalyst is filtered off, and the filtrate is concentrated to dryness under reduced presuure to give 680 mg of (3S,4S)-3-(tert-butoxycarbonyl- amino)-4-carbamoyloxymethyl-1-hydroxy-2-azetidinone as colorless po... Reactants: O=C(Cl)OCc1ccccc1, ClC(Cl)Cl, CCOC(=O)c1cnc2c(c1O)CC(O)CC2. Yields the product CCOC(=O)c1cnc2c(c1O)CC(OC(=O)OCc1ccccc1)CC2. RXN SMILES: [Cl:18][C:19](=[O:20])[O:21][CH2:22][c:23]1[cH:24][cH:25][cH:26][cH:27][cH:28]1.[Cl:29][CH:30]([Cl:31])[Cl:32].[OH:1][c:2]1[c:3]([C:13](=[O:14])[O:15][CH2:16][CH3:17])[cH:4][n:5][c:6]2[c:11]1[CH2:10][CH:9]([OH:12])[CH2:8][CH2:7]2>>[OH:1][c:2]1[c:3]([C:13](=[O:14])[O:15][CH2:16][CH3:17])[cH:4][n:5][c:6]2[c:11]1[CH2:10][CH:9]([O:12][C:19](=[O:20])[O:21][CH2:22][c:23]1[cH:24][cH:25][cH:26][cH:27][cH:28]1)[CH2:8][CH2:7]2. Starting materials: ClC=1C=CC(=C(C(=O)O)C1)NC(CCl)=O (5-chloro-2-[(chloroacetyl)amino]benzoic acid), C(C1=CC=CC=C1)(C1=CC=CC=C1)N1CCNCC1 (1-benzhydrylpiperazine), C(C)(C)N(C(C)C)CC (N,N-diisopropylethylamine), [I-].[Na+] (sodium iodide). Run in CN(C)C=O (DMF). Yields the product ClC=1C=CC(=C(C(=O)O)C1)NC(CN1CCN(CC1)C(C1=CC=CC=C1)C1=CC=CC=C1)=O (5-chloro-2-({[4-(diphenylmethyl)piperazine-1-yl]acetyl}amino)benzoic acid). Isolated yield 11.0%. Reaction SMILES: [Cl:1][C:2]1[CH:3]=[CH:4][C:5]([NH:11][C:12](=[O:15])[CH2:13]Cl)=[C:6]([CH:10]=1)[C:7]([OH:9])=[O:8].[CH:16]([N:29]1[CH2:34][CH2:33][NH:32][CH2:31][CH2:30]1)([C:23]1[CH:28]=[CH:27][CH:26]=[CH:25][CH:24]=1)[C:17]1[CH:22]=[CH:21][CH:20]=[CH:19][CH:18]=1.C(N(CC)C(C)C)(C)C.[I-].[Na+]>CN(C=O)C>[Cl:1][C:2]1[CH:3]=[CH:4][C:5]([NH:11][C:12](=[O:15])[CH2:13][N:32]2[CH2:33][CH2:34][N:29]([CH:16]([C:17]3[CH:22]=[CH:21][CH:20]=[CH:19][CH:18]=3)[C:23]3[CH:28]=[CH:27][CH:26]=[CH:25][CH:24]=3)[CH2:30][CH2:31]2)=[C:6]([CH:10]=1)[C:7]([OH:9])=[O:8] |f:3.4|. Reported procedure: 1.0 g (4.0 mmol) of 5-chloro-2-[(chloroacetyl)amino]benzoic acid obtained in Example 72-(i), 1.0 g (4.0 mmol) of 1-benzhydrylpiperazine, 1.1 g (8.8 mmol) of N,N-diisopropylethylamine, and 60 mg (0.4 mmol) of sodium iodide were stirred in 5 mL of DMF solution at 80° C. for 3 hours. Thereafter, the solvent was distilled off under reduced pressure, H2O was added to the residue, and solids were collected by filtration and dried. The obtained crude product was separated and purified by silica gel col... Starting materials: C(#N)CCN(C1=CC=CC=C1)CCO (N-(2-cyanoethyl)-N-(2-hydroxyethyl) aniline), [O-]C#N.[K+] (potassium cyanate), BrCC (bromoethane), S1(=O)(=O)CCCC1 (sulfolane), BrCC (Bromoethane), S1(=O)(=O)CCCC1 (sulfolane). The solvent is O (water). Run at temperature 90 celsius, time 3 hour. The product is C(#N)CCN(C1=CC=CC=C1)CCOC(NCC)=O (N-(2-cyanoethyl)-N-[2-(N-ethylcarbamoyloxy)ethyl]aniline). As a reaction SMILES: [O-:1][C:2]#[N:3].[K+].S1(CCCC1)(=O)=O.Br[CH2:13][CH3:14].[C:15]([CH2:17][CH2:18][N:19]([CH2:26][CH2:27][OH:28])[C:20]1[CH:25]=[CH:24][CH:23]=[CH:22][CH:21]=1)#[N:16]>O>[C:15]([CH2:17][CH2:18][N:19]([CH2:26][CH2:27][O:28][C:2](=[O:1])[NH:3][CH2:13][CH3:14])[C:20]1[CH:25]=[CH:24][CH:23]=[CH:22][CH:21]=1)#[N:16] |f:0.1|. Reported procedure: Into a 500 ml. three-necked round-bottomed flask equipped with thermometer, stirrer, reflux condenser, and dropping funnel are placed 40 g. (0.493 mole) of potassium cyanate and 250 ml. of sulfolane (tetrahydrothiophene-1,1-dioxide). This mixture is heated with stirring to 90° C. by means of an oil bath. Bromoethane (95 g., 0.8 mole) is then added dropwise to the mixture over a 1.5 hour period. The temperature of the reaction mixture drops to 75° C. during the addition of bromoethane. A solution... Reactants: C(C)(C)[Mg]Cl (isopropylmagnesium chloride), ClCCl.C(C)(=O)OCC (dichloromethane ethyl acetate), C(C=C)N1C[C@@H](N(C[C@H]1C)[C@H](C=1C=C(C(=O)N(C)C2=CC(=CC=C2)F)C=CC1)C1=CC(=CC=C1)O)C (3-[(R)-((2S,5R)-4-allyl-2,5-dimethyl-1-piperazinyl)(3-hydroxyphenyl)methyl]-N-(3-fluorophenyl)-N-methylbenzamide), O1CCOC12CCNCC2 (1,4-dioxa-8-azaspiro-[4.5]decane). The solvent is C1CCOC1 (THF), O1CCCC1 (tetrahydrofuran). The product is [OH-].[NH4+] (ammonium hydroxide), C(C=C)N1C[C@@H](N(C[C@H]1C)[C@H](C=1C=C(C=CC1)C(=O)N1CCC2(OCCO2)CC1)C1=CC(=CC=C1)O)C ({3-[(R)-((2S,5R)-4-allyl-2,5-dimethyl-1-piperazinyl)(3-hydroxyphenyl)methyl]-phenyl}-(1,4-dioxa-8-azaspiro[4.5]dec-8-yl)methanone). Isolated yield 189.3%. RXN SMILES: [CH2:1]([N:4]1[C@H:9]([CH3:10])[CH2:8][N:7]([C@@H:11]([C:29]2[CH:34]=[CH:33][CH:32]=[C:31]([OH:35])[CH:30]=2)[C:12]2[CH:13]=[C:14]([CH:26]=[CH:27][CH:28]=2)[C:15](N(C2C=CC=C(F)C=2)C)=[O:16])[C@@H:6]([CH3:36])[CH2:5]1)[CH:2]=[CH2:3].[O:37]1[C:41]2([CH2:46][CH2:45][NH:44][CH2:43][CH2:42]2)[O:40][CH2:39][CH2:38]1.C([Mg]Cl)(C)C.ClCCl.C(OCC)(=O)C>C1COCC1>[OH-:16].[NH4+:4].[CH2:1]([N:4]1[C@H:9]([CH3:10])[CH2:8][N:7]([C@@H:11]([C:29]2[CH:34]=[CH:33][CH:32]=[C:31]([OH:35])[CH:30]=2)[C:12]2[CH:13]=[C:14]([C:15]([N:44]3[CH2:45][CH2:46][C:41]4([O:40][CH2:39][CH2:38][O:37]4)[CH2:42][CH2:43]3)=[O:16])[CH:26]=[CH:27][CH:28]=2)[C@@H:6]([CH3:36])[CH2:5]1)[CH:2]=[CH2:3] |f:3.4,6.7|. Procedure details: A 250 mL 3-necked round bottom flask equipped with a magnetic stir bar, a condenser topped with a nitrogen outlet, a stopper, and a rubber septum was flushed with nitrogen and charged with 24.38 g (50 mmol, 1 eq) of 3-[(R)-((2S,5R)-4-allyl-2,5-dimethyl-1-piperazinyl)(3-hydroxyphenyl)methyl]-N-(3-fluorophenyl)-N-methylbenzamide {DPI-3290; U.S. Pat. No. 5,574,159, Example 16}, 7.5 mL (58.5 mmol, 1.17 eq) of 1,4-dioxa-8-azaspiro-[4.5]decane, and 100 mL of anhydrous tetrahydrofuran. While stirring b...